Dataset: the Open Reaction Database (ORD), a public repository of structured organic reaction records. Task: describe an organic reaction: reactants, conditions, products, and yield Starting materials: BrC(CC(=O)O)C(C1=CC=C(C=C1)Cl)=O (3-bromo-3-(p-chlorobenzoyl) propionic acid), CN1C(NCN(C1)C)=S (1,5-dimethyl-3,4,5,6-tetrahydro-s-triazin-2(1H)thione). Solvent: CO (methanol), solvent. Product: [Br-].C(=O)(O)CC1C(N2C(=[N+](CN(C2)C)C)S1)(O)C1=CC=C(C=C1)Cl (7-carboxymethyl-6-(p-chlorophenyl)-1,3-dimethyl-6-hydroxy-3,4,6,7-tetrahydro-2H-thiazolo[3,2-a]-s-triazinium bromide). The yield is 55.0%. RXN SMILES: [Br:1][CH:2]([C:7](=[O:15])[C:8]1[CH:13]=[CH:12][C:11]([Cl:14])=[CH:10][CH:9]=1)[CH2:3][C:4]([OH:6])=[O:5].[CH3:16][N:17]1[CH2:22][N:21]([CH3:23])[CH2:20][NH:19][C:18]1=[S:24]>CO>[Br-:1].[C:4]([CH2:3][CH:2]1[S:24][C:18]2=[N+:17]([CH3:16])[CH2:22][N:21]([CH3:23])[CH2:20][N:19]2[C:7]1([C:8]1[CH:13]=[CH:12][C:11]([Cl:14])=[CH:10][CH:9]=1)[OH:15])([OH:6])=[O:5] |f:3.4|. Procedure details: A solution of 3-bromo-3-(p-chlorobenzoyl) propionic acid (7.29 g, 0.025 moles) in methanol (40 ml) was mixed with a solution of 1,5-dimethyl-3,4,5,6-tetrahydro-s-triazin-2(1H)thione (3.625 g, 0.025 mole) in the same solvent (100 ml). After 2 hours at room temperature the solvent was evaporated to give a foam which was crystallised from isopropanol to give 7-carboxymethyl-6-(p-chlorophenyl)-1,3-dimethyl-6-hydroxy-3,4,6,7-tetrahydro-2H-thiazolo[3,2-a]-s-triazinium bromide as a colourless solid (6.... Reactants: [Br-].C(CCCC)C1=CC=C(C=C1)C[P+](C1=CC=CC=C1)(C1=CC=CC=C1)C1=CC=CC=C1 ((p-pentylphenyl)methyl-tri-phenylphosphonium bromide), C(#N)C1CCC(CC1)C=O (4-cyanocyclohexanecarboxaldehyde), solid, potassium t-butylate, O (water). The solvent is COC(C)(C)C (t-butyl methyl ether). Run at temperature 0 celsius, time 1.5 hour. The product is oil, C(CCCC)C1=CC=C(C=C1)C=CC1CCC(CC1)C#N (4-[2-(p-pentylphenyl)ethenyl]cyclohexanecarbonitrile). The yield is 80.8%. Reaction SMILES: [Br-].[CH2:2]([C:7]1[CH:12]=[CH:11][C:10]([CH2:13][P+](C2C=CC=CC=2)(C2C=CC=CC=2)C2C=CC=CC=2)=[CH:9][CH:8]=1)[CH2:3][CH2:4][CH2:5][CH3:6].[C:33]([CH:35]1[CH2:40][CH2:39][CH:38]([CH:41]=O)[CH2:37][CH2:36]1)#[N:34].O>COC(C)(C)C>[CH2:2]([C:7]1[CH:12]=[CH:11][C:10]([CH:13]=[CH:41][CH:38]2[CH2:39][CH2:40][CH:35]([C:33]#[N:34])[CH2:36][CH2:37]2)=[CH:9][CH:8]=1)[CH2:3][CH2:4][CH2:5][CH3:6] |f:0.1|. Procedure: A mixture of 2.51 g of (p-pentylphenyl)methyl-tri-phenylphosphonium bromide and 615 mg of 4-cyanocyclohexanecarboxaldehyde (cis/trans mixture about 1:1) in 30 ml of t-butyl methyl ether at 0° C. was placed in a sulphonation flask under argon gasification, treated within 2 minutes with 673 mg of solid potassium t-butylate and subsequently stirred at 0° C. for a further 1.5 hours. Then, the red-brown heterogeneous mixture was poured into 100 ml of water and extracted three times with 100 ml of die... Starting materials: aqueous solution, [OH-].[Na+] (sodium hydroxide), CC(C(=O)OC)(COC1=NC=C(C=C1)C1=CC=C2C(=CC(=NC2=C1)C)C(NC1=CC=CC=C1)=O)C (methyl 2,2-dimethyl-3-(5-(2-methyl-4-(phenylcarbamoyl)quinolin-7-yl)pyridin-2-yloxy)propanoate), O1CCCC1 (tetrahydrofuran), Cl (hydrogen chloride). Run in CO (methanol). Reaction conditions: time 12 hour. The product is CC(C(=O)O)(COC1=NC=C(C=C1)C1=CC=C2C(=CC(=NC2=C1)C)C(NC1=CC=CC=C1)=O)C (2,2-dimethyl-3-(5-(2-methyl-4-(phenylcarbamoyl)quinolin-7-yl)pyridin-2-yloxy)propanoic acid). Yield: 60.0%. Reaction SMILES: [OH-].[Na+].[CH3:3][C:4]([CH3:37])([CH2:9][O:10][C:11]1[CH:16]=[CH:15][C:14]([C:17]2[CH:26]=[C:25]3[C:20]([C:21]([C:28](=[O:36])[NH:29][C:30]4[CH:35]=[CH:34][CH:33]=[CH:32][CH:31]=4)=[CH:22][C:23]([CH3:27])=[N:24]3)=[CH:19][CH:18]=2)=[CH:13][N:12]=1)[C:5]([O:7]C)=[O:6].O1CCCC1.Cl>CO>[CH3:3][C:4]([CH3:37])([CH2:9][O:10][C:11]1[CH:16]=[CH:15][C:14]([C:17]2[CH:26]=[C:25]3[C:20]([C:21]([C:28](=[O:36])[NH:29][C:30]4[CH:35]=[CH:34][CH:33]=[CH:32][CH:31]=4)=[CH:22][C:23]([CH3:27])=[N:24]3)=[CH:19][CH:18]=2)=[CH:13][N:12]=1)[C:5]([OH:7])=[O:6] |f:0.1|. Reported procedure: A 1 N aqueous solution of sodium hydroxide (2.0 mL) was added to a solution of methyl 2,2-dimethyl-3-(5-(2-methyl-4-(phenylcarbamoyl)quinolin-7-yl)pyridin-2-yloxy)propanoate B-16 (94.0 mg, 0.20 mmol) in a 1:1 mixture of tetrahydrofuran:methanol (5.0 mL) at room temperature. After 12 h of stirring, the aqueous layer was acidified to pH 0 with a 1 N aqueous hydrogen chloride solution and concentrated to dryness under reduced pressure. The crude residue was purified by flash column chromatography o...